From a dataset of the Open Reaction Database (ORD), a public repository of structured organic reaction records. describe an organic reaction: reactants, conditions, products, and yield Reactants: Cc1ccccc1, O=C(O)C(F)(F)F, CC(C)(C)OC(=O)N1CCCC(c2nc(-c3cnc(-c4ccccc4)nc3)c[nH]2)C1. Yields the product c1ccc(-c2ncc(-c3cnc(C4CCCNC4)[nH]3)cn2)cc1. Reaction SMILES: [CH3:38][c:39]1[cH:40][cH:41][cH:42][cH:43][cH:44]1.[OH:31][C:32]([C:33]([F:34])([F:35])[F:36])=[O:37].[c:1]1(-[c:7]2[n:8][cH:9][c:10](-[c:13]3[n:14][c:15]([CH:18]4[CH2:19][N:20]([C:24]([O:25][C:26]([CH3:27])([CH3:28])[CH3:29])=[O:30])[CH2:21][CH2:22][CH2:23]4)[nH:16][cH:17]3)[cH:11][n:12]2)[cH:2][cH:3][cH:4][cH:5][cH:6]1>>[c:1]1(-[c:7]2[n:8][cH:9][c:10](-[c:13]3[nH:14][c:15]([CH:18]4[CH2:19][NH:20][CH2:21][CH2:22][CH2:23]4)[n:16][cH:17]3)[cH:11][n:12]2)[cH:2][cH:3][cH:4][cH:5][cH:6]1. The reactants are BrC=1C=C(C=O)C=CC1F (3-Bromo-4-fluorobenzaldehyde), C1CS(=O)(=O)CC1=O (tetrahydrothiophene-3-oxo-1,1-dioxide), N (NH3). The solvent is C(C)O (ethanol), C(C)O (ethanol). Product: BrC=1C=C(C=CC1F)C1C2=C(NC3=C1SCC3)CCS2 (8-(3-bromo-4-fluorophenyl)-2,3,4,5,6,8-hexahydrodithieno [3.2-b:2′,3′-e]pyridine). Reaction SMILES: [Br:1][C:2]1[CH:3]=[C:4]([CH:7]=[CH:8][C:9]=1[F:10])[CH:5]=O.[CH2:11]1[C:17](=O)[CH2:16][S:13](=O)(=O)[CH2:12]1.[NH3:19]>C(O)C>[Br:1][C:2]1[CH:3]=[C:4]([CH:5]2[C:12]3[S:13][CH2:16][CH2:17][C:11]=3[NH:19][C:17]3[CH2:11][CH2:12][S:13][C:16]2=3)[CH:7]=[CH:8][C:9]=1[F:10]. Reported procedure: 3-Bromo-4-fluorobenzaldehyde (305 mg, 1.5 mmol), tetrahydrothiophene-3-oxo-1,1-dioxide (402 mg, 3.00 mmol), and 2.0 M NH3 in ethanol (1,1 mL, 2.2 mmol) in ethanol (3 mL) were heated to 80° C. for 3 days in a sealed tube, cooled, the solid precipitate collected, and washed with ethanol. The solid was heated to reflux overnight in ethanol with 1.0 M HCl in ether (1 mL), cooled, the solid collected, washed with ethanol and dried to provide 185 mg of the title compound as an off-white solid. Product: CCCCCCSc1nsnc1-c1ccc(C)nc1. Reaction SMILES: [C:17](=[O:18])([O-:19])[O-:20].[CH2:23]([CH2:24][CH2:25][CH2:26][CH2:27][CH3:28])[Br:29].[Cl:4][c:5]1[n:6][s:7][n:8][c:9]1-[c:10]1[cH:11][n:12][c:13]([CH3:16])[cH:14][cH:15]1.[ClH:30].[K+:21].[K+:22].[Na:3].[O:31]=[CH:32][N:33]([CH3:34])[CH3:35].[OH2:1].[SH2:2]>>[S:2]([c:5]1[n:6][s:7][n:8][c:9]1-[c:10]1[cH:11][n:12][c:13]([CH3:16])[cH:14][cH:15]1)[CH2:23][CH2:24][CH2:25][CH2:26][CH2:27][CH3:28]. Starting materials: O=C([O-])[O-], CCCCCCBr, Cc1ccc(-c2nsnc2Cl)cn1, Cl, [K+], [K+], [Na], CN(C)C=O, O, S. Starting materials: COCCOC1=C(C(=O)OC)C=CC=C1 (methyl 2-{[2-(methyloxy)ethyl]oxy}benzoate), resultant mixture, CC=1C=C(C=CC1OCC1=CC=CC=C1)C(C)=O (1-{3-methyl-4-[(phenylmethyl)oxy]phenyl}ethanone), [H-].[Na+] (sodium hydride), Cl (hydrochloric acid). Solvent: O (water), O1CCCC1 (tetrahydrofuran). The product is hexanes ethyl acetate, COCCOC1=C(C=CC=C1)C(CC(=O)C1=CC(=C(C=C1)OCC1=CC=CC=C1)C)=O (1-(2-{[2-(methyloxy)ethyl]oxy}phenyl)-3-{3-methyl-4-[(phenylmethyl)oxy]phenyl}propane-1,3-dione). The yield is 16.9%. RXN SMILES: [CH3:1][C:2]1[CH:3]=[C:4]([C:16](=[O:18])[CH3:17])[CH:5]=[CH:6][C:7]=1[O:8][CH2:9][C:10]1[CH:15]=[CH:14][CH:13]=[CH:12][CH:11]=1.[H-].[Na+].[CH3:21][O:22][CH2:23][CH2:24][O:25][C:26]1[CH:35]=[CH:34][CH:33]=[CH:32][C:27]=1[C:28](OC)=[O:29].Cl>O1CCCC1.O>[CH3:21][O:22][CH2:23][CH2:24][O:25][C:26]1[CH:35]=[CH:34][CH:33]=[CH:32][C:27]=1[C:28](=[O:29])[CH2:17][C:16]([C:4]1[CH:5]=[CH:6][C:7]([O:8][CH2:9][C:10]2[CH:11]=[CH:12][CH:13]=[CH:14][CH:15]=2)=[C:2]([CH3:1])[CH:3]=1)=[O:18] |f:1.2|. Procedure details: To a solution of 1-{3-methyl-4-[(phenylmethyl)oxy]phenyl}ethanone (0.81 g, 3.4 mmol) in tetrahydrofuran (11 mL) was added sodium hydride (0.27 g, 6.7 mmol) followed by methyl 2-{[2-(methyloxy)ethyl]oxy}benzoate (0.70 g, 3.4 mmol, Harkin, S. H.; Wells, N. S., GB Patent 2250511, 1992) and the resultant mixture was heated in a 60° C. oil bath for 12 h. The solution was allowed to cool to room temperature and was diluted with water then 1M aqueous hydrochloric acid. The mixture was extracted (3× eth... Reactants: ClC1=C(C(=O)O)C=CC=C1C1(CC1)C#N (2-chloro-3-(1-cyanocyclopropyl)benzoic acid), O (water), CN(C=O)C (N,N-dimethylformamide), NC=1C=C(OC2=CC=C3C(=N2)SC(=N3)NC(C)=O)C=CC1F (N-[5-(3-amino-4-fluorophenoxy)[1,3]thiazolo[5,4-b]pyridin-2-yl]acetamide). Run in C(C(=O)Cl)(=O)Cl (oxalyl chloride), CN(C(C)=O)C (N,N-dimethylacetamide). Conditions: time 30 minute. Product: C(C)(=O)NC=1SC2=NC(=CC=C2N1)OC=1C=CC(=C(C1)NC(C1=C(C(=CC=C1)C1(CC1)C#N)Cl)=O)F (N-(5-{[2-(acetylamino)[1,3]thiazolo[5,4-b]pyridin-5-yl]oxy}-2-fluorophenyl)-2-chloro-3-(1-cyanocyclopropyl)benzamide). The yield is 53.6%. As a reaction SMILES: [Cl:1][C:2]1[C:10]([C:11]2([C:14]#[N:15])[CH2:13][CH2:12]2)=[CH:9][CH:8]=[CH:7][C:3]=1[C:4]([OH:6])=O.CN(C)C=O.[NH2:21][C:22]1[CH:23]=[C:24]([CH:39]=[CH:40][C:41]=1[F:42])[O:25][C:26]1[N:31]=[C:30]2[S:32][C:33]([NH:35][C:36](=[O:38])[CH3:37])=[N:34][C:29]2=[CH:28][CH:27]=1.O>C(Cl)(=O)C(Cl)=O.CN(C)C(=O)C>[C:36]([NH:35][C:33]1[S:32][C:30]2[C:29]([N:34]=1)=[CH:28][CH:27]=[C:26]([O:25][C:24]1[CH:39]=[CH:40][C:41]([F:42])=[C:22]([NH:21][C:4](=[O:6])[C:3]3[CH:7]=[CH:8][CH:9]=[C:10]([C:11]4([C:14]#[N:15])[CH2:13][CH2:12]4)[C:2]=3[Cl:1])[CH:23]=1)[N:31]=2)(=[O:38])[CH3:37]. Procedure details: To a solution of 2-chloro-3-(1-cyanocyclopropyl)benzoic acid (0.33 g, 1.5 mmol) produced in Example C62(ii) in oxalyl chloride (1.5 mL) was added N,N-dimethylformamide (100 μL), and the mixture was stirred at room temperature for 30 min, and concentrated to dryness under reduced pressure. This was dissolved in a mixture of N,N-dimethylacetamide (1.5 mL) and tetrahydrofuran (1.5 mL), and the solution was added dropwise to a solution of N-[5-(3-amino-4-fluorophenoxy)[1,3]thiazolo[5,4-b]pyridin-2-y... Product: O=C1COCC(CO)(c2cccc(Br)c2)N1. RXN SMILES: [Br:1][c:2]1[cH:3][c:4]([C:8]([CH2:9][OH:10])([CH2:11][OH:12])[NH:13][C:14]([CH2:15][Cl:16])=[O:17])[cH:5][cH:6][cH:7]1.[C:18]([OH:19])([CH3:20])([CH3:21])[CH3:22].[C:25]([O:26][CH3:27])([CH3:28])([CH3:29])[CH3:30].[ClH:23].[OH2:24]>>[Br:1][c:2]1[cH:3][c:4]([C:8]2([CH2:11][OH:12])[CH2:9][O:10][CH2:15][C:14](=[O:17])[NH:13]2)[cH:5][cH:6][cH:7]1. The reactants are O=C(CCl)NC(CO)(CO)c1cccc(Br)c1, CC(C)(C)O, COC(C)(C)C, Cl, O. The reactants are CC(C)(C)OC(=O)Nc1ccc(O)cc1, C1CCOC1, OCCCOc1c(Cl)cc(OCC=C(Cl)Cl)cc1Cl, c1ccc(P(c2ccccc2)c2ccccc2)cc1. The product is CC(C)(C)OC(=O)Nc1ccc(OCCCOc2c(Cl)cc(OCC=C(Cl)Cl)cc2Cl)cc1. Reaction SMILES: [C:39]([CH3:40])([CH3:41])([CH3:42])[O:43][C:44]([NH:45][c:46]1[cH:47][cH:48][c:49]([OH:52])[cH:50][cH:51]1)=[O:53].[CH2:54]1[O:55][CH2:56][CH2:57][CH2:58]1.[Cl:20][c:21]1[c:22]([O:23][CH2:24][CH2:25][CH2:26][OH:27])[c:28]([Cl:38])[cH:29][c:30]([O:32][CH2:33][CH:34]=[C:35]([Cl:36])[Cl:37])[cH:31]1.[c:1]1([P:2]([c:3]2[cH:4][cH:5][cH:6][cH:7][cH:8]2)[c:9]2[cH:10][cH:11][cH:12][cH:13][cH:14]2)[cH:15][cH:16][cH:17][cH:18][cH:19]1>>[Cl:20][c:21]1[c:22]([O:23][CH2:24][CH2:25][CH2:26][O:27][c:49]2[cH:48][cH:47][c:46]([NH:45][C:44]([O:43][C:39]([CH3:40])([CH3:41])[CH3:42])=[O:53])[cH:51][cH:50]2)[c:28]([Cl:38])[cH:29][c:30]([O:32][CH2:33][CH:34]=[C:35]([Cl:36])[Cl:37])[cH:31]1. The reactants are NC1=CC=2C(=CC=C3C(=NN(C23)C2=CC(=CC=C2)S(=O)(=O)N)C(=O)N)C=C1 (8-amino-1-[3-(aminosulfonyl)phenyl]-1H-benzo[g]indazole-3-carboxamide), ClC1=C(C(=O)Cl)C=CC=C1 (2-chlorobenzoic chloride), C(C(CO)(CO)N)O (trisamine). The solvent is N1=CC=CC=C1 (pyridine). Run at time 14 hour. Product: NS(=O)(=O)C=1C=C(C=CC1)N1N=C(C2=CC=C3C(=C12)C=C(C=C3)NC(C3=C(C=CC=C3)Cl)=O)C(=O)N (1-[3-(aminosulfonyl)phenyl]-8-[(2-chlorobenzoyl)amino]-1H-benzo[g]indazole-3-carboxamide). RXN SMILES: [NH2:1][C:2]1[CH:27]=[CH:26][C:5]2=[CH:6][CH:7]=[C:8]3[C:12]([N:11]([C:13]4[CH:18]=[CH:17][CH:16]=[C:15]([S:19]([NH2:22])(=[O:21])=[O:20])[CH:14]=4)[N:10]=[C:9]3[C:23]([NH2:25])=[O:24])=[C:4]2[CH:3]=1.[Cl:28][C:29]1[CH:37]=[CH:36][CH:35]=[CH:34][C:30]=1[C:31](Cl)=[O:32].C(O)C(N)(CO)CO>N1C=CC=CC=1>[NH2:22][S:19]([C:15]1[CH:14]=[C:13]([N:11]2[C:12]3[C:8](=[CH:7][CH:6]=[C:5]4[CH:26]=[CH:27][C:2]([NH:1][C:31](=[O:32])[C:30]5[CH:34]=[CH:35][CH:36]=[CH:37][C:29]=5[Cl:28])=[CH:3][C:4]4=3)[C:9]([C:23]([NH2:25])=[O:24])=[N:10]2)[CH:18]=[CH:17][CH:16]=1)(=[O:21])=[O:20]. Reported procedure: To a stirred solution of 8-amino-1-[3-(aminosulfonyl)phenyl]-1H-benzo[g]indazole-3-carboxamide from step 2 (76.2 mg, 0.20 mmol) in pyridine (25 mL) at RT was added 2-chlorobenzoic chloride (53 mg, 0.3 mmol). After 14 h, trisamine was added and the mixture was stirred for 2 h. The mixture was filtered through a silica gel pad with EtOAc and concentrated. The resulting title product was a solid (42 mg, 40%). Its structure was confirmed by 1H NMR and MS (521, M+1). C25H18ClN5O4S, Calc.: C: 57.75, H... Starting materials: [Si](C)(C)(C(C)(C)C)OCCCOC=1C=C(C=C2C=CC(=NC12)C1=NN=C2N1C=C(C=C2)[C@H](C(F)(F)F)N2C[C@H](CC2)NC(OC(C)(C)C)=O)F (tert-butyl (S)-1-((R)-1-(3-(8-(3-(tert-butyldimethyl silyloxy)propoxy)-6-fluoroquinolin-2-yl)-[1,2,4]triazolo[4,3-a]pyridin-6-yl)-2,2,2-trifluoroethyl)pyrrolidin-3-ylcarbamate), ClCCl (dichloromethane). Solvent: FC(C(=O)O)(F)F (trifluoroacetic acid). Product: Cl.Cl.N[C@@H]1CN(CC1)[C@@H](C(F)(F)F)C=1C=CC=2N(C1)C(=NN2)C2=NC1=C(C=C(C=C1C=C2)F)OCCCO (3-(2-(6-((R)-1-((S)-3-aminopyrrolidin-1-yl)-2,2,2-trifluoroethyl)-[1,2,4]triazolo[4,3-a]pyridin-3-yl)-6-fluoro quinolin-8-yloxy)propan-1-ol dihydrochloride). Isolated yield 84.0%. Reaction SMILES: [Si]([O:8][CH2:9][CH2:10][CH2:11][O:12][C:13]1[CH:14]=[C:15]([F:50])[CH:16]=[C:17]2[C:22]=1[N:21]=[C:20]([C:23]1[N:27]3[CH:28]=[C:29]([C@@H:32]([N:37]4[CH2:41][CH2:40][C@H:39]([NH:42]C(=O)OC(C)(C)C)[CH2:38]4)[C:33]([F:36])([F:35])[F:34])[CH:30]=[CH:31][C:26]3=[N:25][N:24]=1)[CH:19]=[CH:18]2)(C(C)(C)C)(C)C.[Cl:51]CCl>FC(F)(F)C(O)=O>[ClH:51].[ClH:51].[NH2:42][C@H:39]1[CH2:40][CH2:41][N:37]([C@H:32]([C:29]2[CH:30]=[CH:31][C:26]3[N:27]([C:23]([C:20]4[CH:19]=[CH:18][C:17]5[C:22](=[C:13]([O:12][CH2:11][CH2:10][CH2:9][OH:8])[CH:14]=[C:15]([F:50])[CH:16]=5)[N:21]=4)=[N:24][N:25]=3)[CH:28]=2)[C:33]([F:35])([F:34])[F:36])[CH2:38]1 |f:3.4.5|. Reported procedure: A solution of tert-butyl (S)-1-((R)-1-(3-(8-(3-(tert-butyldimethyl silyloxy)propoxy)-6-fluoroquinolin-2-yl)-[1,2,4]triazolo[4,3-a]pyridin-6-yl)-2,2,2-trifluoroethyl)pyrrolidin-3-ylcarbamate (0.18 g, 0.24 mmol) in dichloromethane (1 mL) and trifluoroacetic acid (2 mL) was stirred at ambient temperature for 30 minutes. The reaction mixture was concentrated under reduced pressure. The residue was purified by reverse phase chromatography on a C18 column (0-80% acetonitrile/water). The material isola...